Dataset: the Open Reaction Database (ORD), a public repository of structured organic reaction records. Task: describe an organic reaction: reactants, conditions, products, and yield Reactants: BrCCCc1ccc(OCC#CCOc2ccccc2)cc1, COC(=O)c1ccc(O)c(C(=O)NC2CCCC(C(=O)OC)C2)c1. Yields the product COC(=O)c1ccc(OCCCc2ccc(OCC#CCOc3ccccc3)cc2)c(C(=O)NC2CCCC(C(=O)OC)C2)c1. As a reaction SMILES: [Br:25][CH2:26][CH2:27][CH2:28][c:29]1[cH:30][cH:31][c:32]([O:35][CH2:36][C:37]#[C:38][CH2:39][O:40][c:41]2[cH:42][cH:43][cH:44][cH:45][cH:46]2)[cH:33][cH:34]1.[OH:1][c:2]1[c:3]([C:12](=[O:13])[NH:14][CH:15]2[CH2:16][CH:17]([C:21](=[O:22])[O:23][CH3:24])[CH2:18][CH2:19][CH2:20]2)[cH:4][c:5]([C:6](=[O:7])[O:8][CH3:9])[cH:10][cH:11]1>>[O:1]([c:2]1[c:3]([C:12](=[O:13])[NH:14][CH:15]2[CH2:16][CH:17]([C:21](=[O:22])[O:23][CH3:24])[CH2:18][CH2:19][CH2:20]2)[cH:4][c:5]([C:6](=[O:7])[O:8][CH3:9])[cH:10][cH:11]1)[CH2:26][CH2:27][CH2:28][c:29]1[cH:30][cH:31][c:32]([O:35][CH2:36][C:37]#[C:38][CH2:39][O:40][c:41]2[cH:42][cH:43][cH:44][cH:45][cH:46]2)[cH:33][cH:34]1. Reaction SMILES: [Ag:29]=[O:30].[Br:1][C:2]([C:3](=[O:4])[NH:5][CH3:6])([CH3:7])[CH3:8].[C:9](=[O:10])([O:11][C:12]([CH3:13])([CH3:14])[CH3:15])[N:16]1[CH2:17][CH2:18][NH:19][CH2:20][CH2:21]1.[CH3:22][c:23]1[cH:24][cH:25][cH:26][cH:27][cH:28]1>>[C:2]([C:3](=[O:4])[NH:5][CH3:6])([CH3:7])([CH3:8])[N:19]1[CH2:18][CH2:17][N:16]([C:9](=[O:10])[O:11][C:12]([CH3:13])([CH3:14])[CH3:15])[CH2:21][CH2:20]1. Yields the product CNC(=O)C(C)(C)N1CCN(C(=O)OC(C)(C)C)CC1. The reactants are O=[Ag], CNC(=O)C(C)(C)Br, CC(C)(C)OC(=O)N1CCNCC1, Cc1ccccc1. The reactants are C(C1=CC=CC=C1)OC1=CC=C(C=C1)[C@@H](CBr)O ((S)-1-(4-benzyloxyphenyl)-2-bromoethanol), [OH-].[K+] (potassium hydroxide), C(C)OCC (diethyl ether), ice water. Run in CO (methanol), O1CCCC1 (tetrahydrofuran), O (water). Reaction conditions: time 10 minute. The product is C(C1=CC=CC=C1)OC1=CC=C(C=C1)[C@@H]1OC1 ((S)-2-(4-benzyloxyphenyl)oxirane). Yield: 67.9%. RXN SMILES: [CH2:1]([O:8][C:9]1[CH:14]=[CH:13][C:12]([C@H:15]([OH:18])[CH2:16]Br)=[CH:11][CH:10]=1)[C:2]1[CH:7]=[CH:6][CH:5]=[CH:4][CH:3]=1.[OH-].[K+].C(OCC)C>CO.O1CCCC1.O>[CH2:1]([O:8][C:9]1[CH:14]=[CH:13][C:12]([C@H:15]2[CH2:16][O:18]2)=[CH:11][CH:10]=1)[C:2]1[CH:7]=[CH:6][CH:5]=[CH:4][CH:3]=1 |f:1.2|. Procedure details: 2.8 g of (S)-1-(4-benzyloxyphenyl)-2-bromoethanol was dissolved in a mixed solvent of 20 ml of methanol and 10 ml of tetrahydrofuran. To the solution was added a solution of 0.8 g of potassium hydroxide dissolved in 4 ml of water, with ice cooling. The mixture was stirred for 5 minutes at the same temperature and further for 10 minutes at room temperature. The reaction mixture was added to a mixture of 50 ml of diethyl ether and 50 ml of ice water. The organic layer was separated. The aqueous la... Reactants: C1(CC1)C=1N=CC2=C(N1)CN(C2)[C@H]2CC[C@@H]([C@H](C2)N)C2=C(C=C(C(=C2)F)F)F ([(1S,2R,5S)-5-[2-cyclopropyl-5,7-dihydro-6H-pyrrolo[3,4-d]pyrimidin-6-yl]-2-(2,4,5-trifluorophenyl)cyclohexyl]amine), O=C1CC[C@@H]([C@H](C1)NC(OCC1=CC=CC=C1)=O)C1=C(C=C(C(=C1)F)F)F (benzyl [(1S,2R)-5-oxo-2-(2,4,5-trifluorophenyl)cyclohexyl]carbamate). Reagents/catalysts: [Pd] (palladium on carbon). The solvent is CO (methanol). The product is C1(CC1)C=1N=CC=2C(N1)=CN(C2)[C@H]2CC[C@@H]([C@H](C2)N)C2=C(C=C(C(=C2)F)F)F ([(1S,2R,5S)-5-[2-Cyclopropyl-6H-pyrrolo[3,4-d]pyrimidin-6-yl]-2-(2,4,5-trifluorophenyl)cyclohexyl]amine). Reaction SMILES: [CH:1]1([C:4]2[N:5]=[CH:6][C:7]3[CH2:12][N:11]([C@@H:13]4[CH2:18][C@H:17]([NH2:19])[C@@H:16]([C:20]5[CH:25]=[C:24]([F:26])[C:23]([F:27])=[CH:22][C:21]=5[F:28])[CH2:15][CH2:14]4)[CH2:10][C:8]=3[N:9]=2)[CH2:3][CH2:2]1.O=C1C[C@H](NC(=O)OCC2C=CC=CC=2)[C@@H](C2C=C(F)C(F)=CC=2F)CC1>CO.[Pd]>[CH:1]1([C:4]2[N:5]=[CH:6][C:7]3[C:8](=[CH:10][N:11]([C@@H:13]4[CH2:18][C@H:17]([NH2:19])[C@@H:16]([C:20]5[CH:25]=[C:24]([F:26])[C:23]([F:27])=[CH:22][C:21]=5[F:28])[CH2:15][CH2:14]4)[CH:12]=3)[N:9]=2)[CH2:2][CH2:3]1. Procedure details: A solution of [(1S,2R,5S)-5-[2-cyclopropyl-5,7-dihydro-6H-pyrrolo[3,4-d]pyrimidin-6-yl]-2-(2,4,5-trifluorophenyl)cyclohexyl]amine described in Example 2 (30.0 mg) in methanol (6 mL) was stirred with 10% palladium on carbon (6 mg) for seven days and the resulting product was purified by preparative TLC (silica, 7:93 methanol/dichloromethane) to give the title compound. LC-MS 387.3 (M+1). The reactants are BrCCCC(=O)OCC (ethyl 4-bromobutyrate), CCOC(=O)C (EtOAc), Cl.CC(C)OC1=C(C#N)C=C(C=C1)C1=NC(=NO1)C=1C=CC2=C(CCCNC2)C1 (2-[(1-Methylethyl)oxy]-5-[3-(2,3,4,5-tetrahydro-1H-2-benzazepin-7-yl)-1,2,4-oxadiazol-5-yl]benzonitrile hydrochloride), C([O-])([O-])=O.[Cs+].[Cs+] (caesium carbonate), BrCCCC(=O)OCC (ethyl 4-bromobutyrate). Solvent: CN(C)C=O (DMF). Run at temperature 60 celsius, time 2 hour. Yields the product C(#N)C=1C=C(C=CC1OC(C)C)C1=NC(=NO1)C=1C=CC2=C(CCCN(C2)CCCC(=O)OCC)C1 (Ethyl 4-[7-(5-{3-cyano-4-[(1-methylethyl)oxy]phenyl}-1,2,4-oxadiazol-3-yl)-1,3,4,5-tetrahydro-2H-2-benzazepin-2-yl]butanoate). The yield is 108.4%. RXN SMILES: Cl.[CH3:2][CH:3]([O:5][C:6]1[CH:13]=[CH:12][C:11]([C:14]2[O:18][N:17]=[C:16]([C:19]3[CH:20]=[CH:21][C:22]4[CH2:28][NH:27][CH2:26][CH2:25][CH2:24][C:23]=4[CH:29]=3)[N:15]=2)=[CH:10][C:7]=1[C:8]#[N:9])[CH3:4].C(=O)([O-])[O-].[Cs+].[Cs+].Br[CH2:37][CH2:38][CH2:39][C:40]([O:42][CH2:43][CH3:44])=[O:41].CCOC(C)=O>CN(C=O)C>[C:8]([C:7]1[CH:10]=[C:11]([C:14]2[O:18][N:17]=[C:16]([C:19]3[CH:20]=[CH:21][C:22]4[CH2:28][N:27]([CH2:37][CH2:38][CH2:39][C:40]([O:42][CH2:43][CH3:44])=[O:41])[CH2:26][CH2:25][CH2:24][C:23]=4[CH:29]=3)[N:15]=2)[CH:12]=[CH:13][C:6]=1[O:5][CH:3]([CH3:2])[CH3:4])#[N:9] |f:0.1,2.3.4|. Procedure details: 2-[(1-Methylethyl)oxy]-5-[3-(2,3,4,5-tetrahydro-1H-2-benzazepin-7-yl)-1,2,4-oxadiazol-5-yl]benzonitrile hydrochloride (Example 3) (70 mg, 0.170 mmol) and caesium carbonate (167 mg, 0.511 mmol) in dry DMF (5 ml) were treated with ethyl 4-bromobutyrate (0.037 ml, 0.256 mmol) and stirred at 60° C. for 2 hours. Additional quantities of ethyl 4-bromobutyrate (37 ul) were added and the reaction heated at 60° C. for 3 hours. The reaction was left standing overnight. EtOAc (50 ml) was added and the mixt...